Task: describe an organic reaction: reactants, conditions, products, and yield. Dataset: the Open Reaction Database (ORD), a public repository of structured organic reaction records The reactants are CO, ClCCl, COc1ccc(-c2sc3ccccc3c2C(=O)c2ccc(OCCN3CCCC3)cc2)cc1. Product: O=C(c1ccc(OCCN2CCCC2)cc1)c1c(-c2ccc(O)cc2)sc2ccccc12. RXN SMILES: [CH3:34][OH:35].[Cl:36][CH2:37][Cl:38].[N:1]1([CH2:6][CH2:7][O:8][c:9]2[cH:10][cH:11][c:12]([C:15](=[O:16])[c:17]3[c:18]4[c:19]([s:20][c:21]3-[c:22]3[cH:23][cH:24][c:25]([O:28][CH3:29])[cH:26][cH:27]3)[cH:30][cH:31][cH:32][cH:33]4)[cH:13][cH:14]2)[CH2:2][CH2:3][CH2:4][CH2:5]1>>[N:1]1([CH2:6][CH2:7][O:8][c:9]2[cH:10][cH:11][c:12]([C:15](=[O:16])[c:17]3[c:18]4[c:19]([s:20][c:21]3-[c:22]3[cH:23][cH:24][c:25]([OH:28])[cH:26][cH:27]3)[cH:30][cH:31][cH:32][cH:33]4)[cH:13][cH:14]2)[CH2:2][CH2:3][CH2:4][CH2:5]1. The reactants are CC(=O)O, COCCOC, CCCCCCCC=O, C1CCNCC1, O=C1CSC(=S)N1N=c1sc2ccccc2s1. Product: CCCCCCCC=C1SC(=S)N(N=c2sc3ccccc3s2)C1=O. As a reaction SMILES: [C:33]([OH:34])(=[O:35])[CH3:36].[CH3:37][O:38][CH2:39][CH2:40][O:41][CH3:42].[CH:18]([CH2:19][CH2:20][CH2:21][CH2:22][CH2:23][CH2:24][CH3:25])=[O:26].[NH:27]1[CH2:28][CH2:29][CH2:30][CH2:31][CH2:32]1.[s:1]1[c:2](=[N:10][N:11]2[C:12](=[S:17])[S:13][CH2:14][C:15]2=[O:16])[s:3][c:4]2[c:5]1[cH:6][cH:7][cH:8][cH:9]2>>[s:1]1[c:2](=[N:10][N:11]2[C:12](=[S:17])[S:13][C:14](=[CH:18][CH2:19][CH2:20][CH2:21][CH2:22][CH2:23][CH2:24][CH3:25])[C:15]2=[O:16])[s:3][c:4]2[c:5]1[cH:6][cH:7][cH:8][cH:9]2. Starting materials: Cl.N[C@H]1CC[C@H](CC1)NC(=O)C1=C(NC2=C1N=CN=C2C2=C(C=CC(=C2)CC)OCC2CC2)C (N-(cis-4-aminocyclohexyl)-4-[2-(cyclopropyl methoxy)-5-ethylphenyl]-6-methyl-5H-pyrrolo[3,2-d]pyrimidine-7-carboxamide hydrochloride), C(C)(=O)Cl (acetyl chloride). The product is C(C)(=O)N[C@H]1CC[C@H](CC1)NC(=O)C1=C(NC2=C1N=CN=C2C2=C(C=CC(=C2)CC)OCC2CC2)C (N-[cis-4-(Acetylamino)cyclohexyl]-4-[2-(cyclopropylmethoxy)-5-ethylphenyl]-6-methyl-5H-pyrrolo[3,2-d]pyrimidine-7-carboxamide). Procedure details: Starting from N-(cis-4-aminocyclohexyl)-4-[2-(cyclopropylmethoxy)-5-ethylphenyl]-6-methyl-5H-pyrrolo[3,2-d]pyrimidine-7-carboxamide hydrochloride (example D.f50) and commercially available acetyl chloride the title compound is obtained as colorless solid. As a reaction SMILES: Cl.[NH2:2][C@@H:3]1[CH2:8][CH2:7][C@H:6]([NH:9][C:10]([C:12]2[C:16]3[N:17]=[CH:18][N:19]=[C:20]([C:21]4[CH:26]=[C:25]([CH2:27][CH3:28])[CH:24]=[CH:23][C:22]=4[O:29][CH2:30][CH:31]4[CH2:33][CH2:32]4)[C:15]=3[NH:14][C:13]=2[CH3:34])=[O:11])[CH2:5][CH2:4]1.[C:35](Cl)(=[O:37])[CH3:36]>>[C:35]([NH:2][C@@H:3]1[CH2:8][CH2:7][C@H:6]([NH:9][C:10]([C:12]2[C:16]3[N:17]=[CH:18][N:19]=[C:20]([C:21]4[CH:26]=[C:25]([CH2:27][CH3:28])[CH:24]=[CH:23][C:22]=4[O:29][CH2:30][CH:31]4[CH2:32][CH2:33]4)[C:15]=3[NH:14][C:13]=2[CH3:34])=[O:11])[CH2:5][CH2:4]1)(=[O:37])[CH3:36] |f:0.1|. The reactants are O=C([O-])O, COc1ccc(CO)cc1OC, ClCCl, [Na+], O, O=S(Cl)Cl. The product is COc1ccc(CCl)cc1OC. Reaction SMILES: [C:18](=[O:19])([OH:20])[O-:21].[CH2:1]([c:2]1[cH:3][c:4]([O:5][CH3:6])[c:7]([O:8][CH3:9])[cH:10][cH:11]1)[OH:12].[CH2:23]([Cl:24])[Cl:25].[Na+:22].[OH2:17].[S:13]([Cl:14])([Cl:15])=[O:16]>>[CH2:1]([c:2]1[cH:3][c:4]([O:5][CH3:6])[c:7]([O:8][CH3:9])[cH:10][cH:11]1)[Cl:15].